describe an organic reaction: reactants, conditions, products, and yield From a dataset of the Open Reaction Database (ORD), a public repository of structured organic reaction records. The reactants are S(O)(O)(=O)=O (sulfuric acid), COC(=O)CC1=CC=C(C2=C(C=CC=C12)[N+](=O)[O-])S(=O)(=O)O (1-(methoxycarbonylmethyl)-5-nitro-4-naphthalene sulfonic acid), C([O-])([O-])=O.[Na+].[Na+] (sodium carbonate). The reagents and catalysts are [Fe] (iron). Solvent: O (water), O (water). The product is COC(=O)CC1=CC=C(C2=C(C=CC=C12)N)S(=O)(=O)[O-].[Na+] (sodium 1-(methoxycarbonylmethyl)-5-amino-4-naphthalene sulfonate). Reaction SMILES: [CH3:1][O:2][C:3]([CH2:5][C:6]1[C:15]2[C:10](=[C:11]([N+:16]([O-])=O)[CH:12]=[CH:13][CH:14]=2)[C:9]([S:19]([OH:22])(=[O:21])=[O:20])=[CH:8][CH:7]=1)=[O:4].S(=O)(=O)(O)O.C(=O)([O-])[O-].[Na+:32].[Na+]>O.[Fe]>[CH3:1][O:2][C:3]([CH2:5][C:6]1[C:15]2[C:10](=[C:11]([NH2:16])[CH:12]=[CH:13][CH:14]=2)[C:9]([S:19]([O-:22])(=[O:21])=[O:20])=[CH:8][CH:7]=1)=[O:4].[Na+:32] |f:2.3.4,7.8|. Procedure details: 1-(methoxycarbonylmethyl)-5-nitro-4-naphthalene sulfonic acid (2 g, 6.15 mmol) was dissolved in water (20 mL), containing 0.5 mL concentrated sulfuric acid, and was added dropwise over 5 minutes to a refluxing suspension of iron (4 g, 71.6 mmol) in water (100 mL). After refluxing for one hour, the dark mixture was cooled to room temperature, made basic with sodium carbonate, and concentrated to approximately 30 mL. The residual mixture was placed on a CG-161 amberchrom resin column (2.5×30 cm). ...